This data is from the Open Reaction Database (ORD), a public repository of structured organic reaction records. The task is: describe an organic reaction: reactants, conditions, products, and yield The reactants are [H-].[Na+] (NaH), C1(=CC=CC=C1)C (toluene), C1(CCCC1)O (cyclopentanol), BrC=1C2=CC=CC=C2C=C2C=CC=CC12 (9-bromoanthracene), C1(=CC=CC=C1)C (toluene). The reagents and catalysts are C=1C=CC(=CC1)/C=C/C(=O)/C=C/C2=CC=CC=C2.C=1C=CC(=CC1)/C=C/C(=O)/C=C/C2=CC=CC=C2.C=1C=CC(=CC1)/C=C/C(=O)/C=C/C2=CC=CC=C2.[Pd].[Pd] (Pd2 (dba)3), CC1=CC=C(C=C1)P(C2=CC=C(C=C2)C)C3=C(C4=CC=CC=C4C=C3)C5=C(C=CC6=CC=CC=C65)P(C7=CC=C(C=C7)C)C8=CC=C(C=C8)C ((R)-(+)-2,2'-bis(di-p-tolylphosphino)-1,1'-binaphthyl). Solvent: [Cl-].[Na+].O (brine), C(C)OCC (diethyl ether). Run at temperature 100 celsius. Product: C1(CCCC1)OC=1C2=CC=CC=C2C=C2C=CC=CC12 (9-anthryl cyclopentyl ether). Yield: 68.6%. As a reaction SMILES: [H-].[Na+].C1(C)C=CC=CC=1.[CH:10]1([OH:15])[CH2:14][CH2:13][CH2:12][CH2:11]1.Br[C:17]1[C:18]2[C:23]([CH:24]=[C:25]3[C:30]=1[CH:29]=[CH:28][CH:27]=[CH:26]3)=[CH:22][CH:21]=[CH:20][CH:19]=2>[Cl-].[Na+].O.C1C=CC(/C=C/C(/C=C/C2C=CC=CC=2)=O)=CC=1.C1C=CC(/C=C/C(/C=C/C2C=CC=CC=2)=O)=CC=1.C1C=CC(/C=C/C(/C=C/C2C=CC=CC=2)=O)=CC=1.[Pd].[Pd].CC1C=CC(P(C2C=CC3C(=CC=CC=3)C=2C2C3C(=CC=CC=3)C=CC=2P(C2C=CC(C)=CC=2)C2C=CC(C)=CC=2)C2C=CC(C)=CC=2)=CC=1.C(OCC)C>[CH:10]1([O:15][C:17]2[C:30]3[C:25]([CH:24]=[C:23]4[C:18]=2[CH:19]=[CH:20][CH:21]=[CH:22]4)=[CH:26][CH:27]=[CH:28][CH:29]=3)[CH2:14][CH2:13][CH2:12][CH2:11]1 |f:0.1,5.6.7,8.9.10.11.12|. Procedure details: An oven dried Schlenk tube equipped with a teflon coated stir bar was charged with NaH (60% dispersion in mineral oil, 60 mg, 1.50 mmol), placed under vacuum and back-filled with argon. To this was added toluene (2 mL) and cyclopentanol (109 μL, 0.90 mmol). The mixture was heated at 70° C. for 15 min at which time 9-bromoanthracene (193 μL, 0.75 mmol), Pd2 (dba)3 (10.3 mg, 0.0113 mmol), (R)-(+)-2,2'-bis(di-p-tolylphosphino)-1,1'-binaphthyl (Tol-BINAP) (18.3 mg, 0.027 mmol), and 2 mL of toluene w... Starting materials: C(C(C)C)N([C@@H](CCCCNC(=O)OCC1C2=CC=CC=C2C=2C=CC=CC12)C(=O)O)S(=O)(=O)C1=CC=C(C=C1)C (Nα-isobutyl-Nα-(4-methylbenzenesulfonyl)-Nε-(9-fluorenylmethoxycarbonyl)-L-lysine), CC1=CC=C(C=C1)S(=O)(=O)N[C@@H](CO)C(=O)O (Nα-(4-methylbenzenesulfonyl)-L-serine). Yields the product CC1=CC=C(C=C1)S(=O)(=O)N[C@@H](CO)C(=O)NCCCC[C@@H](C(=O)O)N(CC(C)C)S(=O)(=O)C2=CC=C(C=C2)C (Nα-isobutyl-Nα-(4-methylbenzenesulfonyl)-Nε-[N′α-(4-methylbenzenesulfonyl)-L-seryl]-L-lysine), desired material. Isolated yield 46.0%. As a reaction SMILES: [CH2:1]([N:5]([S:32]([C:35]1[CH:40]=[CH:39][C:38]([CH3:41])=[CH:37][CH:36]=1)(=[O:34])=[O:33])[C@H:6]([C:29]([OH:31])=[O:30])[CH2:7][CH2:8][CH2:9][CH2:10][NH:11][C:12](OCC1C2C=CC=CC=2C2C1=CC=CC=2)=[O:13])[CH:2]([CH3:4])[CH3:3].[CH3:42][C:43]1[CH:48]=[CH:47][C:46]([S:49]([NH:52][C@H:53](C(O)=O)[CH2:54][OH:55])(=[O:51])=[O:50])=[CH:45][CH:44]=1>>[CH3:42][C:43]1[CH:48]=[CH:47][C:46]([S:49]([NH:52][C@H:53]([C:12]([NH:11][CH2:10][CH2:9][CH2:8][CH2:7][C@H:6]([N:5]([S:32]([C:35]2[CH:40]=[CH:39][C:38]([CH3:41])=[CH:37][CH:36]=2)(=[O:34])=[O:33])[CH2:1][CH:2]([CH3:4])[CH3:3])[C:29]([OH:31])=[O:30])=[O:13])[CH2:54][OH:55])(=[O:51])=[O:50])=[CH:45][CH:44]=1. Procedure: The title compound was prepared from solid phase bound Nα-isobutyl-Nα-(4-methylbenzenesulfonyl)-Nε-(9-fluorenylmethoxycarbonyl)-L-lysine as described in general procedure Bb using Nα-(4-methylbenzenesulfonyl)-L-serine (150 mg, 1.2 mmol) prepared in step A of this example. The final product was purified by preparative HPLC to yield 35 mg (46%) of the desired material.